From a dataset of the Open Reaction Database (ORD), a public repository of structured organic reaction records. describe an organic reaction: reactants, conditions, products, and yield Starting materials: CNC1=CC(=CC=C1)F (N-methyl-m-fluoroaniline), ClC1=CC=C(CCl)C=C1 (p-chlorobenzyl chloride), C(C)(=O)[O-].[Na+] (sodium acetate), II (iodine). Yields the product CN(C1=CC(=CC=C1)F)CC1=CC=C(C=C1)Cl (N-methyl-N-p-chlorobenzyl-m-fluoroaniline). As a reaction SMILES: [CH3:1][NH:2][C:3]1[CH:8]=[CH:7][CH:6]=[C:5]([F:9])[CH:4]=1.[Cl:10][C:11]1[CH:18]=[CH:17][C:14]([CH2:15]Cl)=[CH:13][CH:12]=1.C([O-])(=O)C.[Na+].II>>[CH3:1][N:2]([CH2:15][C:14]1[CH:17]=[CH:18][C:11]([Cl:10])=[CH:12][CH:13]=1)[C:3]1[CH:8]=[CH:7][CH:6]=[C:5]([F:9])[CH:4]=1 |f:2.3|. Procedure: N-methyl-N-p-chlorobenzyl-m-fluoroaniline was prepared from 17.5 grams (0.14 mole) of N-methyl-m-fluoroaniline, 23.7 grams (0.14 mole) p-chlorobenzyl chloride (Aldrich), 11.9 grams anhydrous sodium acetate and 0.12 grams iodine according to the procedure as described in Example III. Yield 25.8 grams (74 percent), boiling point 162°-170° C. at 0.13 mmHg. Reactants: CSC (dimethyl sulfide), C(C=C)O (allyl alcohol), CSC (dimethyl sulfide), C(C=C)O (allyl alcohol), CSC (dimethyl sulfide), F[B-](F)(F)F.[H+] (tetrafluoroboric acid), CSC (dimethyl sulfide). Run at time 6 day. Product: F[B-](F)(F)F.C(C=C)[S+](C)C (Allyldimethylsulfonium Tetrafluoroborate). RXN SMILES: [CH2:1](O)[CH:2]=[CH2:3].[CH3:5][S:6][CH3:7].[F:8][B-:9]([F:12])([F:11])[F:10].[H+]>>[F:8][B-:9]([F:12])([F:11])[F:10].[CH2:1]([S+:6]([CH3:7])[CH3:5])[CH:2]=[CH2:3] |f:2.3,4.5|. Reported procedure: Into a 3-neck 5-liter flask were weighed 1161.6 g (20 moles) of allyl alcohol, 950 g (15.3 moles) of dimethyl sulfide, and 1829 g (10 moles) of 48% aqueous tetrafluoroboric acid. The flask was attached to a large (1.5 liter) capacity Dean-Stark trap (initially filled with dimethyl sulfide) which was attached to a condenser. Reflux was started and an aqueous phase began to accumulate at the bottom of the Dean-Stark trap, displacing dimethyl sulfide back into the reaction mixture. Reflux was conti... The reactants are C(C)(=O)O (acetic acid), mercuric chloride, CC1=CC2=C(S1)C(CC2=O)C(=O)O (2-methyl-4-oxo-5,6-dihydro-4H-cyclopenta[b]thiophene-6-carboxylic acid), Cl (hydrochloric acid). The reagents and catalysts are [Zn] (zinc). Solvent: O (water), C1(=CC=CC=C1)C (toluene). Run at time 30 minute. The product is CC1=CC2=C(S1)C(CC2)C(=O)O (2-methyl-5,6-dihydro-4H-cyclo-penta[b]thiophene-6-carboxylic acid). Isolated yield 70.8%. RXN SMILES: C(O)(=O)C.[CH3:5][C:6]1[S:10][C:9]2[CH:11]([C:15]([OH:17])=[O:16])[CH2:12][C:13](=O)[C:8]=2[CH:7]=1.Cl>O.C1(C)C=CC=CC=1.[Zn]>[CH3:5][C:6]1[S:10][C:9]2[CH:11]([C:15]([OH:17])=[O:16])[CH2:12][CH2:13][C:8]=2[CH:7]=1. Reported procedure: 6.5 cc of acetic acid was added to a suspension of 64.1 g (0.98 g at) of zinc powder and 6.4 g (0.024 mole) of mercuric chloride in 65 cc of water and the mixture was stirred for 30 min. Then a solution of 14 g (0.076 mole) of 2-methyl-4-oxo-5,6-dihydro-4H-cyclopenta[b]thiophene-6-carboxylic acid in 140 cc of toluene, then 60 cc of 10N hydrochloric acid were successively added. The mixture was refluxed for 5 hours then decanted after cooling to ambient temperature. The organic phase was separate...